This data is from the Open Reaction Database (ORD), a public repository of structured organic reaction records. The task is: describe an organic reaction: reactants, conditions, products, and yield Starting materials: CCO, O=[N+]([O-])c1cc(F)c(O)c(F)c1, [H][H]. Yields the product Nc1cc(F)c(O)c(F)c1. RXN SMILES: [CH3:15][CH2:16][OH:17].[F:1][c:2]1[c:3]([OH:12])[c:4]([F:11])[cH:5][c:6]([N+:8]([O-:9])=[O:10])[cH:7]1.[H:13][H:14]>>[F:1][c:2]1[c:3]([OH:12])[c:4]([F:11])[cH:5][c:6]([NH2:8])[cH:7]1. Reactants: C(CCC)[Li] (n-butyllithium), C[C@H]1NC(O[C@H]1C1=CC=CC=C1)=O ((4R,5S)-(+)-4-methyl-5-phenyl-2-oxazolidinone), CC(C(=O)Cl)CC(F)(F)F (2-Methyl-4,4,4-trifluorobutyryl chloride). Run in O1CCCC1 (tetrahydrofuran). Run at time 15 minute. Product: C[C@H]1N(C(O[C@H]1C1=CC=CC=C1)=O)C([C@@H](CC(F)(F)F)C)=O ((4R,5S)-4-methyl-3-((2R)-2-methyl-4,4,4-trifluorobutyryl)-5-phenyl-2-oxazolidinone). Yield: 41.5%. As a reaction SMILES: [CH3:1][C@@H:2]1[C@H:6]([C:7]2[CH:12]=[CH:11][CH:10]=[CH:9][CH:8]=2)[O:5][C:4](=[O:13])[NH:3]1.C([Li])CCC.[CH3:19][CH:20]([CH2:24][C:25]([F:28])([F:27])[F:26])[C:21](Cl)=[O:22]>O1CCCC1>[CH3:1][C@@H:2]1[C@H:6]([C:7]2[CH:12]=[CH:11][CH:10]=[CH:9][CH:8]=2)[O:5][C:4](=[O:13])[N:3]1[C:21](=[O:22])[C@H:20]([CH3:19])[CH2:24][C:25]([F:28])([F:27])[F:26]. Reported procedure: To a mixture of (4R,5S)-(+)-4-methyl-5-phenyl-2-oxazolidinone (3.22 g) and tetrahydrofuran (35 ml) at -70° C., under nitrogen was added 1.625M n-butyllithium (12.31 mL) and the mixture was stirred for 15 min. 2-Methyl-4,4,4-trifluorobutyryl chloride (3.5 g) was added to the reaction mixture which was stirred for 15 min at -70° C. and then at 0° C. for 1 hour. The reaction was quenched with ammonium chloride and extracted with ethyl acetate. The organic phase was washed (saturated NaHCO3, brine) ... The reactants are CCCc1nc(C)n(C2CCOCC2)c(=O)c1Cc1ccc(Br)cc1, N#Cc1ccccc1B(O)O, C1COCCO1, CCOC(C)=O, [Na+], [Na+], O=C([O-])[O-]. Reaction SMILES: [Br:1][c:2]1[cH:3][cH:4][c:5]([CH2:6][c:7]2[c:8](=[O:23])[n:9]([CH:17]3[CH2:18][CH2:19][O:20][CH2:21][CH2:22]3)[c:10]([CH3:16])[n:11][c:12]2[CH2:13][CH2:14][CH3:15])[cH:24][cH:25]1.[C:26](#[N:27])[c:28]1[c:29]([B:34]([OH:35])[OH:36])[cH:30][cH:31][cH:32][cH:33]1.[CH2:43]1[O:44][CH2:45][CH2:46][O:47][CH2:48]1.[CH3:49][CH2:50][O:51][C:52](=[O:53])[CH3:54].[Na+:37].[Na+:38].[O-:39][C:40](=[O:41])[O-:42]>>[c:2]1(-[c:29]2[c:28]([C:26]#[N:27])[cH:33][cH:32][cH:31][cH:30]2)[cH:3][cH:4][c:5]([CH2:6][c:7]2[c:8](=[O:23])[n:9]([CH:17]3[CH2:18][CH2:19][O:20][CH2:21][CH2:22]3)[c:10]([CH3:16])[n:11][c:12]2[CH2:13][CH2:14][CH3:15])[cH:24][cH:25]1. Product: CCCc1nc(C)n(C2CCOCC2)c(=O)c1Cc1ccc(-c2ccccc2C#N)cc1. Reactants: SCC#N (mercaptoacetonitrile), OC1C2=C(OCC3=C1C=CC=C3)C=CC(=C2)OCC2=NC3=CC=CC=C3C=C2 (11-hydroxy-2-(quinolin-2-yl)methoxy-6,11-dihydrodibenz[b,e]oxepine). The solvent is C(C)(=O)OCC (ethyl acetate), FC(C(=O)O)(F)F (trifluoroacetic acid), C(Cl)Cl (methylene chloride). Yields the product C(#N)CSC1C2=C(OCC3=C1C=CC=C3)C=CC(=C2)OCC2=NC3=CC=CC=C3C=C2 (11-Cyanomethylthio-2-(quinolin-2-yl)methoxy-6,11-dihydrodibenz[b,e]oxepine). Yield: 48.2%. RXN SMILES: [SH:1][CH2:2][C:3]#[N:4].O[CH:6]1[C:12]2[CH:13]=[CH:14][CH:15]=[CH:16][C:11]=2[CH2:10][O:9][C:8]2[CH:17]=[CH:18][C:19]([O:21][CH2:22][C:23]3[CH:32]=[CH:31][C:30]4[C:25](=[CH:26][CH:27]=[CH:28][CH:29]=4)[N:24]=3)=[CH:20][C:7]1=2>FC(F)(F)C(O)=O.C(Cl)Cl.C(OCC)(=O)C>[C:3]([CH2:2][S:1][CH:6]1[C:12]2[CH:13]=[CH:14][CH:15]=[CH:16][C:11]=2[CH2:10][O:9][C:8]2[CH:17]=[CH:18][C:19]([O:21][CH2:22][C:23]3[CH:32]=[CH:31][C:30]4[C:25](=[CH:26][CH:27]=[CH:28][CH:29]=4)[N:24]=3)=[CH:20][C:7]1=2)#[N:4]. Reported procedure: Under ice cooling and stirring, 0.44 g of mercaptoacetonitrile was added to 2.22 g of 11-hydroxy-2-(quinolin-2-yl)methoxy-6,11-dihydrodibenz[b,e]oxepine obtained in Reference example 45 dissolved in a mixed solution of 20 ml of trifluoroacetic acid and 10 ml of methylene chloride and the mixture was stirred at the same temperature for 1.5 hours. The residue obtained by condensing the reaction mixture under reduced pressure was dissolved in ethyl acetate and the organic layer was washed with a sa...